From a dataset of the Open Reaction Database (ORD), a public repository of structured organic reaction records. describe an organic reaction: reactants, conditions, products, and yield Reactants: C1(=CC=CC=C1)N1CCNCC1 (N-phenylpiperazine), hydrochloride salt, ClC1=C(C=CC=C1)N1CCN(CC1)CCN1C(C2=CC=CC=3C2=C(C1=O)C=CC3)=O (2-[2-[4-(2-chlorophenyl)-1-piperazinyl]ethyl]-1H-benz[de]isoquinoline-1,3(2H)-dione). Product: ClC1=C(C=CC=C1)N1CCNCC1 (1-(o-chlorophenyl)piperazine). RXN SMILES: C1(N2CCNCC2)C=CC=CC=1.[Cl:13][C:14]1[CH:19]=[CH:18][CH:17]=[CH:16][C:15]=1[N:20]1[CH2:25][CH2:24][N:23](CCN2C(=O)C3C=CC=C4C=3C(=CC=C4)C2=O)[CH2:22][CH2:21]1>>[Cl:13][C:14]1[CH:19]=[CH:18][CH:17]=[CH:16][C:15]=1[N:20]1[CH2:25][CH2:24][NH:23][CH2:22][CH2:21]1. Procedure: Following the procedure of example 88(a) but substituting 5.2 g. (0.026 mole) of 1-(o-chlorophenyl)piperazine for the N-phenylpiperazine, one obtains the hydrochloride salt of 2-[2-[4-(2-chlorophenyl)-1-piperazinyl]ethyl]-1H-benz[de]isoquinoline-1,3(2H)-dione. This salt is neutralized with aqueous sodium hydroxide and extracted with chloroform. The chloroform solution is dried (Na2SO4), concentrated to 200 ml. and allowed to stand open to the air. The product slowly crystallizes and is removed b... Starting materials: ice water, C(C)(=O)OC1=C2C(SC(=C2)C(C)=O)=CC2=C1SC=C2 (4-acetoxy-2-acetylbenzo[1,2-b;4,5-b′]dithiophene), CrO3, CC(C)O (i-PrOH), C(Cl)(Cl)Cl (CHCl3). Solvent: CC(=O)O (HOAc). Run at time 1 hour. Yields the product C(C)(=O)C1=CC2=C(S1)C(C1=C(SC=C1)C2=O)=O (2-Acetyl-4,8-dihydrobenzo[1,2-b:4,5-b′]dithiophene-4,8-dione). Yield: 45.0%. As a reaction SMILES: C([O:4][C:5]1[C:16]2[S:17][CH:18]=[CH:19][C:15]=2[CH:14]=[C:7]2[S:8][C:9]([C:11](=[O:13])[CH3:12])=[CH:10][C:6]=12)(=O)C.CC([OH:23])C.C(Cl)(Cl)Cl>CC(O)=O>[C:11]([C:9]1[S:8][C:7]2[C:14](=[O:23])[C:15]3[CH:19]=[CH:18][S:17][C:16]=3[C:5](=[O:4])[C:6]=2[CH:10]=1)(=[O:13])[CH3:12]. Procedure: To a suspension of crude 8 (7.5 g) in HOAc (30 mL) was added CrO3 (5.7 g, 57 mmol). After stirring for 1 h, i-PrOH (20 mL) and CHCl3 (300 mL) were added and stirred for 30 min. The resulting solution was poured into ice water, and the aqueous layer was extracted with CHCl3 three times. The combined extracts were dried over anhydrous MgSO4 and concentrated under reduced pressure. The residue was purified by column chromatography (silica gel, CHCl3) to give 9 (mp 223-225° C.) in a 45% yield. IR (K... The reactants are CC(C)(C)C#CC=CCBr, O=C([O-])[O-], CN(C)CC(C)(C)C1CCNCC1, CN(C)C=O, [K+], [K+], O. Yields the product CN(C)CC(C)(C)C1CCN(CC=CC#CC(C)(C)C)CC1. Reaction SMILES: [Br:1][CH2:2][CH:3]=[CH:4][C:5]#[C:6][C:7]([CH3:8])([CH3:9])[CH3:10].[C:24](=[O:25])([O-:26])[O-:27].[CH3:11][N:12]([CH2:13][C:14]([CH:15]1[CH2:16][CH2:17][NH:18][CH2:19][CH2:20]1)([CH3:21])[CH3:22])[CH3:23].[CH3:31][N:32]([CH3:33])[CH:34]=[O:35].[K+:28].[K+:29].[OH2:30]>>[CH2:2]([CH:3]=[CH:4][C:5]#[C:6][C:7]([CH3:8])([CH3:9])[CH3:10])[N:18]1[CH2:17][CH2:16][CH:15]([C:14]([CH2:13][N:12]([CH3:11])[CH3:23])([CH3:21])[CH3:22])[CH2:20][CH2:19]1.